This data is from the Open Reaction Database (ORD), a public repository of structured organic reaction records. The task is: describe an organic reaction: reactants, conditions, products, and yield The reactants are [OH-].[Na+] (NaOH), COC(CC(CC(CCNC(=O)OC(C)(C)C)(O)C1CCCC1)=O)=O (7-tert-Butoxycarbonylamino-5-cyclopentyl-5-hydroxy-3-oxo-heptanoic acid methyl ester), C(C)(=O)O (acetic acid). The solvent is CO (MeOH). Conditions: time 18 hour. The product is C(C)(C)(C)OC(NCCC1(OC(CC(C1)=O)=O)C1CCCC1)=O ([2-(2-Cyclopentyl-4,6-dioxo-tetrahydro-pyran-2-yl)-ethyl]-carbamic acid tert-butyl ester). Isolated yield 85.8%. Reaction SMILES: C[O:2][C:3](=[O:25])[CH2:4][C:5](=[O:24])[CH2:6][C:7]([CH:19]1[CH2:23][CH2:22][CH2:21][CH2:20]1)(O)[CH2:8][CH2:9][NH:10][C:11]([O:13][C:14]([CH3:17])([CH3:16])[CH3:15])=[O:12].[OH-].[Na+].C(O)(=O)C>CO>[C:14]([O:13][C:11](=[O:12])[NH:10][CH2:9][CH2:8][C:7]1([CH:19]2[CH2:20][CH2:21][CH2:22][CH2:23]2)[CH2:6][C:5](=[O:24])[CH2:4][C:3](=[O:2])[O:25]1)([CH3:15])([CH3:16])[CH3:17] |f:1.2|. Procedure details: To 7-tert-butoxycarbonylamino-5-cyclopentyl-5-hydroxy-3-oxo-heptanoic acid methyl ester (1.36 g, 3.8 mmol) from Step 3 above dissolved in MeOH (50 mL) was added a NaOH solution (2.8 M, 2.7 mL, 7.6 mmol). The reaction was stirred at room temperature for 18 hours. The reaction was then quenched with acetic acid (0.44 mL, 7.7 mmol) and concentrated by rotary evaporation to an oil. The oil was dissolved in CH2Cl2 and washed with water. The organic layer was separated, and dried over Na2SO4. The soli... The reactants are C(C)O (ethanol), N (ammonia), C1(=CC=CC=C1)C(C1=CC=CC=C1)(C1=CC=CC=C1)NC1[C@@H]2N(C(C(S2)(C)C)C(=NCC2=CC=C(C=C2)OC)Cl)C1=O (6-(triphenylmethylamino)-2,2-dimethyl-3-{chloro-[N-(4-methoxybenzyl)imino]methyl}penam). Solvent: C(Cl)(Cl)Cl (chloroform). Reaction conditions: temperature 0 celsius, time 5 minute. Yields the product C1(=CC=CC=C1)C(C1=CC=CC=C1)(C1=CC=CC=C1)NC1[C@@H]2N(C(C(S2)(C)C)C(N)=NCC2=CC=C(C=C2)OC)C1=O (6-(Triphenylmethylamino)-2,2-dimethyl-3-[N'-(4-methoxybenzyl)amidino]penam). Reaction SMILES: [C:1]1([C:7]([NH:20][CH:21]2[C:41](=[O:42])[N:23]3[CH:24]([C:29](Cl)=[N:30][CH2:31][C:32]4[CH:37]=[CH:36][C:35]([O:38][CH3:39])=[CH:34][CH:33]=4)[C:25]([CH3:28])([CH3:27])[S:26][C@H:22]23)([C:14]2[CH:19]=[CH:18][CH:17]=[CH:16][CH:15]=2)[C:8]2[CH:13]=[CH:12][CH:11]=[CH:10][CH:9]=2)[CH:6]=[CH:5][CH:4]=[CH:3][CH:2]=1.C(O)C.[NH3:46]>C(Cl)(Cl)Cl>[C:1]1([C:7]([NH:20][CH:21]2[C:41](=[O:42])[N:23]3[CH:24]([C:29](=[N:30][CH2:31][C:32]4[CH:37]=[CH:36][C:35]([O:38][CH3:39])=[CH:34][CH:33]=4)[NH2:46])[C:25]([CH3:28])([CH3:27])[S:26][C@H:22]23)([C:14]2[CH:19]=[CH:18][CH:17]=[CH:16][CH:15]=2)[C:8]2[CH:13]=[CH:12][CH:11]=[CH:10][CH:9]=2)[CH:6]=[CH:5][CH:4]=[CH:3][CH:2]=1. Reported procedure: To a 0° C. solution of 13.1 g. (22 mmoles) of 6-(triphenylmethylamino)-2,2-dimethyl-3-{chloro-[N-(4-methoxybenzyl)imino]methyl}penam in 45 ml. of ethanol-free chloroform, a 1.33 N ammonia solution in chloroform is added all at once. The resulting mixture is stirred 5 minutes at 0° C. and then for 45 minutes at 25° C. The mixture is then filtered, and the filtrate rotoevaporated to an amber oil. Addition of ether (100 ml.) affords a precipitate which is filtered and then taken up in 150 ml. chlor... Starting materials: C(CCl)Cl (EDC), BrC=1C=C(C(=O)O)C=C(C1)Br (3,5-dibromobenzoic acid), C(C)(C)(C)O (tert-butanol). The reagents and catalysts are CN(C)C=1C=CN=CC1 (DMAP). Run in C(Cl)Cl (CH2Cl2), C(Cl)Cl (CH2Cl2), N1=CC=CC=C1 (pyridine). Reaction conditions: time 1 hour. Product: BrC=1C=C(C(=O)OC(C)(C)C)C=C(C1)Br (tert-Butyl 3,5-dibromobenzoate). Yield: 63.7%. RXN SMILES: C(Cl)CCl.[Br:5][C:6]1[CH:7]=[C:8]([CH:12]=[C:13]([Br:15])[CH:14]=1)[C:9]([OH:11])=[O:10].[C:16](O)([CH3:19])([CH3:18])[CH3:17]>CN(C1C=CN=CC=1)C.C(Cl)Cl.N1C=CC=CC=1>[Br:5][C:6]1[CH:7]=[C:8]([CH:12]=[C:13]([Br:15])[CH:14]=1)[C:9]([O:11][C:16]([CH3:19])([CH3:18])[CH3:17])=[O:10]. Reported procedure: EDC (14.0 g, 73.0 mmol) and DMAP (4.0 g) are added to a solution of 3,5-dibromobenzoic acid (10.0 g, 36.0 mmol) and tert-butanol (3.4 g, 46.8 mmol) in absolute CH2Cl2 (100 ml) and absolute pyridine (30 ml), and the mixture is stirred at RT for 1 h and then at 50° C. for 2 h. The reaction solution is diluted with CH2Cl2 (100 ml) and extracted with a semisaturated aqueous NH4Cl solution (200 ml) (2×), dried over MgSO4, filtered off and concentrated under reduced pressure. Further purification by c... The reactants are ice water, C([O-])([O-])=O.[K+].[K+] (potassium carbonate), CN=C=S (methyl isothiocyanate), FC=1C=CC(=C(C(=O)NC2COC3=CC(=C(C=C3C2)S(=O)(=O)NC(=O)NC)OC)C1)OC (3-(5-Fluoro-2-methoxybenzamido)-6-(methylaminocarbonylaminosulfonyl)-7-methoxychroman), C (charcoal). The solvent is CS(=O)C (DMSO). Run at temperature 80 celsius, time 25 minute. Product: FC=1C=CC(=C(C(=O)NC2COC3=CC(=C(C=C3C2)S(=O)(=O)NC(=S)NC)OC)C1)OC (3-(5-Fluoro-2-methoxybenzamido)-6-(methylaminothiocarbonylaminosulfonyl)-7-methoxychroman). RXN SMILES: C(=O)([O-])[O-].[K+].[K+].[CH3:7][N:8]=[C:9]=[S:10].[F:11][C:12]1[CH:13]=[CH:14][C:15]([O:41][CH3:42])=[C:16]([CH:40]=1)[C:17]([NH:19][CH:20]1[CH2:29][C:28]2[C:23](=[CH:24][C:25]([O:38][CH3:39])=[C:26]([S:30]([NH:33]C(NC)=O)(=[O:32])=[O:31])[CH:27]=2)[O:22][CH2:21]1)=[O:18].C>CS(C)=O>[F:11][C:12]1[CH:13]=[CH:14][C:15]([O:41][CH3:42])=[C:16]([CH:40]=1)[C:17]([NH:19][CH:20]1[CH2:29][C:28]2[C:23](=[CH:24][C:25]([O:38][CH3:39])=[C:26]([S:30]([NH:33][C:9]([NH:8][CH3:7])=[S:10])(=[O:32])=[O:31])[CH:27]=2)[O:22][CH2:21]1)=[O:18] |f:0.1.2|. Reported procedure: 1.65 g (12 mmol) of powdered potassium carbonate and 0.35 g (4.8 mmol) of methyl isothiocyanate were added to 1.64 g (4 mmol) of 3-(5-fluoro-2-methoxybenzamido)-6-sulfamoyl-7-methoxychroman (Example 9) in 10 ml of dry DMSO. After the mixture had been stirred at 80° C. for 25 minutes, it was cooled, introduced into ice-water, clarified with charcoal and acidified to pH 1. The precipitate was filtered off with suction, dried and recrystallized from ethanol. The product had a melting point of 221°-...